This data is from the Open Reaction Database (ORD), a public repository of structured organic reaction records. The task is: describe an organic reaction: reactants, conditions, products, and yield Starting materials: [N+](=O)([O-])C1=CC=C(C=C1)OC(\C=C\C=C(/C1=CC=CC=C1)\C1=CC=C(C=C1)OC)=O ((E,E)-5-(4-methoxyphenyl)-5-phenyl-2,4-pentadienoic acid 4-nitrophenyl ester), N1=CC(=CC=C1)CCCCN (3-pyridinebutanamine), O1CCCC1 (tetrahydrofuran). Run at time 1 hour. Yields the product COC=1C=C(C=CC1)\C(=C/C=C/C(=O)NCCCCC=1C=NC=CC1)\C1=CC=CC=C1 ((2E,4Z)-5-(3-methoxyphenyl)-5-phenyl-N-[4-(3-pyridinyl)butyl]-2,4-pentadienamide). As a reaction SMILES: [N+](C1C=CC([O:10][C:11](=O)/[CH:12]=[CH:13]/[CH:14]=[C:15](/[C:22]2[CH:27]=[CH:26][C:25](OC)=[CH:24][CH:23]=2)\[C:16]2[CH:21]=[CH:20][CH:19]=[CH:18][CH:17]=2)=CC=1)([O-])=O.[N:31]1[CH:36]=[CH:35][CH:34]=[C:33]([CH2:37][CH2:38][CH2:39][CH2:40][NH2:41])[CH:32]=1.[O:42]1CCC[CH2:43]1>>[CH3:43][O:42][C:26]1[CH:27]=[C:22](/[C:15](/[C:16]2[CH:17]=[CH:18][CH:19]=[CH:20][CH:21]=2)=[CH:14]\[CH:13]=[CH:12]\[C:11]([NH:41][CH2:40][CH2:39][CH2:38][CH2:37][C:33]2[CH:32]=[N:31][CH:36]=[CH:35][CH:34]=2)=[O:10])[CH:23]=[CH:24][CH:25]=1. Procedure: As described in Example 134, (E,E)-5-(4-methoxyphenyl)-5-phenyl-2,4-pentadienoic acid 4-nitrophenyl ester (3.3 g) and 3-pyridinebutanamine (1.24 g) in tetrahydrofuran (20 mL) was stirred for 1 hour at room temperature. After the usual work up, the crude amide was purified by HPLC (ethyl acetate) and crystallized from ethyl acetate to furnish 2.7 g of (2E,4Z)-5-(3-methoxyphenyl)-5-phenyl-N-[4-(3-pyridinyl)butyl]-2,4-pentadienamide, mp 89°-91° C. A portion was recrystallized from the same solvent ...